Dataset: the Open Reaction Database (ORD), a public repository of structured organic reaction records. Task: describe an organic reaction: reactants, conditions, products, and yield Isolated yield 86.0%. Reactants: ClC1=NC=C(C=C1)CN1C(NCC1)=C[N+](=O)[O-] (2-chloro-5-((2-(nitromethylene)imidazolidin-1-yl)methyl)pyridine), C(CCCC=O)=O (glutaraldehyde), Cl (HCl). Procedure details: To a 50 ml round bottom flask was added 1.27 g (0.005 mol) 2-chloro-5-((2-(nitromethylene)imidazolidin-1-yl)methyl)pyridine, 30 ml acetonitrile, 3 ml 25% glutaraldehyde aqueous solution and catalytic concentrated HCl. The reaction was stirred at r.t. and monitored by TLC. After completion, the mixture was evaporated to remove solvent and purified by column chromatography to afford final product as faint yellow powder with 86% yield. Run in C(C)#N (acetonitrile). Reaction SMILES: [Cl:1][C:2]1[CH:7]=[CH:6][C:5]([CH2:8][N:9]2[CH2:13][CH2:12][NH:11][C:10]2=[CH:14][N+:15]([O-:17])=[O:16])=[CH:4][N:3]=1.[CH:18](=[O:24])[CH2:19][CH2:20][CH2:21][CH:22]=O.Cl>C(#N)C>[Cl:1][C:2]1[N:3]=[CH:4][C:5]([CH2:8][N:9]2[C:10]3=[C:14]([N+:15]([O-:17])=[O:16])[CH:22]4[O:24][CH:18]([N:11]3[CH2:12][CH2:13]2)[CH2:19][CH2:20][CH2:21]4)=[CH:6][CH:7]=1. The product is ClC1=CC=C(C=N1)CN1CCN2C1=C(C1CCCC2O1)[N+](=O)[O-] (1-((6-chloropyridin-3-yl)methyl)-10-nitro-1,2,3,5,6,7,8,9-octahydro-5,9-epoxyimidazo[1,2-a]azocine). The reactants are COC(=O)C(CC1CCCC1)c1ccc(Cl)c([N+](=O)[O-])c1, CS(=O)[O-], CS(C)=O, CCOC(C)=O, [Na+], O. Yields the product COC(=O)C(CC1CCCC1)c1ccc(S(C)(=O)=O)c([N+](=O)[O-])c1. Reaction SMILES: [CH3:1][O:2][C:3]([CH:4]([CH2:5][CH:6]1[CH2:7][CH2:8][CH2:9][CH2:10]1)[c:11]1[cH:12][c:13]([N+:18](=[O:19])[O-:20])[c:14]([Cl:17])[cH:15][cH:16]1)=[O:21].[CH3:22][S:23](=[O:24])[O-:25].[CH3:27][S:28](=[O:29])[CH3:30].[CH3:31][CH2:32][O:33][C:34](=[O:35])[CH3:36].[Na+:26].[OH2:37]>>[CH3:1][O:2][C:3]([CH:4]([CH2:5][CH:6]1[CH2:7][CH2:8][CH2:9][CH2:10]1)[c:11]1[cH:12][c:13]([N+:18](=[O:19])[O-:20])[c:14]([S:23]([CH3:22])(=[O:24])=[O:25])[cH:15][cH:16]1)=[O:21]. Starting materials: Cl (HCl), C/C=C/C(=O)C1C(=CCCC1(C)C)C (α-damascone), SCCC[Si](OCC)(OCC)OCC (3-mercaptopropyltriethoxysilane), C1CCC2=NCCCN2CC1 (DBU). Run in C1CCOC1 (THF). Run at temperature 40 celsius, time 90 minute. The product is C(C)O[Si](CCCSC(CC(=O)C1C(=CCCC1(C)C)C)C)(OCC)OCC (3-{[3-(triethoxysilyl)propyl]thio}-1-(2,6,6-trimethyl-2-cyclohexen-1-yl)-1-butanone). As a reaction SMILES: [CH3:1]/[CH:2]=[CH:3]/[C:4]([CH:6]1[C:11]([CH3:13])([CH3:12])[CH2:10][CH2:9][CH:8]=[C:7]1[CH3:14])=[O:5].[SH:15][CH2:16][CH2:17][CH2:18][Si:19]([O:26][CH2:27][CH3:28])([O:23][CH2:24][CH3:25])[O:20][CH2:21][CH3:22].C1CCN2C(=NCCC2)CC1.Cl>C1COCC1>[CH2:21]([O:20][Si:19]([O:26][CH2:27][CH3:28])([O:23][CH2:24][CH3:25])[CH2:18][CH2:17][CH2:16][S:15][CH:2]([CH3:1])[CH2:3][C:4]([CH:6]1[C:11]([CH3:13])([CH3:12])[CH2:10][CH2:9][CH:8]=[C:7]1[CH3:14])=[O:5])[CH3:22]. Procedure: A solution of α-damascone (9.60 g; 50.0 mmol) and 3-mercaptopropyltriethoxysilane (95% pure, 12.52 g, 50.0 mmol) in THF (40 ml) was treated with DBU (1.52 g, 10.0 mmol) and stirred at 40° C. for 90 min. The reaction solution was treated with 5% HCl, extracted twice with ether, washed with water, saturated aqueous NaHCO3 and then with saturated aqueous NaCl, dried over Na2SO4 and concentrated at 70° C./0.01 mbar. The reaction yielded 21.2 g (99%). of crude product: Run at time 7 hour. Reactants: C(C1=CC=CC=C1)OC[C@H](CCOCC1=CC=CC=C1)OCOC ((S)-1,4-dibenzyloxy-2-(methoxymethoxy)butane), solution, Cl (hydrogen chloride). As a reaction SMILES: [CH2:1]([O:8][CH2:9][C@@H:10]([O:21]COC)[CH2:11][CH2:12][O:13][CH2:14][C:15]1[CH:20]=[CH:19][CH:18]=[CH:17][CH:16]=1)[C:2]1[CH:7]=[CH:6][CH:5]=[CH:4][CH:3]=1.Cl>CO>[CH2:1]([O:8][CH2:9][C@@H:10]([OH:21])[CH2:11][CH2:12][O:13][CH2:14][C:15]1[CH:20]=[CH:19][CH:18]=[CH:17][CH:16]=1)[C:2]1[CH:7]=[CH:6][CH:5]=[CH:4][CH:3]=1. Isolated yield 85.0%. Reported procedure: To a solution of (S)-1,4-dibenzyloxy-2-(methoxymethoxy)butane (2 g, 6 mmol) in methanol (14 ml) was added a 2% solution of methanolic hydrogen chloride (6 ml, 2.5 mmol). The solution was stirred at room temperature for 7 hours, the solvent removed and the residue chromatographed on silica eluting with ethyl acetate hexane 1:1 to give (S)-1,4-dibenzyloxy-2-hydroxybutane (1.46 g, 84%), [α]D25 -7.3° (c 1.1 in ethanol); IR: υmax (film) 3450, 3080, 3060, 3015, 2920, 2860, 2800, 1950, 1870, 1810, 1605... Yields the product C(C1=CC=CC=C1)OC[C@H](CCOCC1=CC=CC=C1)O ((S)-1,4-dibenzyloxy-2-hydroxybutane). Solvent: CO (methanol). Starting materials: O (water), [H-].[Na+] (sodium hydride), C(CC)Br (propyl bromide), ClC1=C(C=CC(=C1)OC)C=1N=C(SC1C)NC=1C=C2C=CN(C2=CC1)C1OCCCC1 (4-(2-chloro-4-methoxyphenyl)-5-methyl-2-[N-(1-(tetrahydropyran-2-yl)indol-5-yl)amino]-thiazole). The solvent is CN(C=O)C (dimethylformamide). Conditions: time 16 hour. The product is ClC1=C(C=CC(=C1)OC)C=1N=C(SC1C)N(CCC)C=1C=C2C=CNC2=CC1 (4-(2-Chloro-4-methoxyphenyl)-5-methyl-2-[N-(indol-5-yl)-N-propylamino]thiazole). Yield: 85.0%. RXN SMILES: [Cl:1][C:2]1[CH:7]=[C:6]([O:8][CH3:9])[CH:5]=[CH:4][C:3]=1[C:10]1[N:11]=[C:12]([NH:16][C:17]2[CH:18]=[C:19]3[C:23](=[CH:24][CH:25]=2)[N:22](C2CCCCO2)[CH:21]=[CH:20]3)[S:13][C:14]=1[CH3:15].[H-].[Na+].[CH2:34](Br)[CH2:35][CH3:36].O>CN(C)C=O>[Cl:1][C:2]1[CH:7]=[C:6]([O:8][CH3:9])[CH:5]=[CH:4][C:3]=1[C:10]1[N:11]=[C:12]([N:16]([C:17]2[CH:18]=[C:19]3[C:23](=[CH:24][CH:25]=2)[NH:22][CH:21]=[CH:20]3)[CH2:34][CH2:35][CH3:36])[S:13][C:14]=1[CH3:15] |f:1.2|. Reported procedure: 10.9 g of 4-(2-chloro-4-methoxyphenyl)-5-methyl-2-[N-(1-(tetrahydropyran-2-yl)indol-5-yl)amino]-thiazole are dissolved in 110 ml of dimethylformamide. 1.06 g of 60% sodium hydride in oil and then 3.2 ml of propyl bromide are added at 0° C. After stirring for 16 hours at room temperature, the reaction mixture is poured onto 500 ml of water and extracted 3 times with 250 ml ethyl acetate. The organic phase is washed with 3 times 200 ml of water, dried over sodium sulphate and evaporated to dryness... Reactants: ClC=1C=C(C=CC1F)NC(C(=O)O)C (2-(3-chloro-4-fluoro-phenylamino)-propionic acid), ClC=1C=C(C=CC1F)NC(C(=O)N(CCCN1C[C@H](C2(CC2)CC1)O)CC(OC)OC)C (2-(3-chloro-4-fluoro-phenylamino)-N-(2,2-dimethoxy-ethyl)-N-[3-((S)-4-hydroxy-6-aza-spiro[2.5]oct-6-yl)-propyl]-propionamide), ClC=1C=C(C=CC1F)NC(C(=O)O)C (2-(3-chloro-4-fluoro-phenylamino)-propionic acid), COC(CNCCCN1C[C@H](C2(CC2)CC1)O)OC ((S)-6-[3-(2,2-dimethoxy-ethylamino)-propyl]-6-aza-spiro[2.5]octan-4-ol). Product: ClC=1C=C(C=CC1F)N1[C@H](C(N(CC1)CCCN1C[C@H](C2(CC2)CC1)O)=O)C ((S)-4-(3-Chloro-4-fluoro-phenyl)-1-[3-((S)-4-hydroxy-6-aza-spiro[2.5]oct-6-yl)-propyl]-3-methyl-piperazin-2-one). RXN SMILES: ClC1C=C(NC(C)C(O)=O)C=CC=1F.COC(OC)CNCCCN1CCC2(CC2)[C@H](O)C1.[Cl:34][C:35]1[CH:36]=[C:37]([NH:42][CH:43]([CH3:65])[C:44]([N:46]([CH2:59][CH:60](OC)OC)[CH2:47][CH2:48][CH2:49][N:50]2[CH2:57][CH2:56][C:53]3([CH2:55][CH2:54]3)[C@H:52]([OH:58])[CH2:51]2)=[O:45])[CH:38]=[CH:39][C:40]=1[F:41]>>[Cl:34][C:35]1[CH:36]=[C:37]([N:42]2[CH2:60][CH2:59][N:46]([CH2:47][CH2:48][CH2:49][N:50]3[CH2:57][CH2:56][C:53]4([CH2:54][CH2:55]4)[C@H:52]([OH:58])[CH2:51]3)[C:44](=[O:45])[C@@H:43]2[CH3:65])[CH:38]=[CH:39][C:40]=1[F:41]. Reported procedure: The title compound was produced in analogy with examples 74 and 75, steps D-F. Thus, coupling of 2-(3-chloro-4-fluoro-phenylamino)-propionic acid (intermediate 14) with (S)-6-[3-(2,2-dimethoxy-ethylamino)-propyl]-6-aza-spiro[2.5]octan-4-ol (examples 74/75C) in step D led to 2-(3-chloro-4-fluoro-phenylamino)-N-(2,2-dimethoxy-ethyl)-N-[3-((S)-4-hydroxy-6-aza-spiro[2.5]oct-6-yl)-propyl]-propionamide, which was cyclized in step E. Finally, HPLC purification of the epimeric mixture, 4-(3-chloro-4-flu... Reactants: N1=CC=CC2=CC=C(C=C12)NC1=NC=NC(=C1)C=1CCNCC1 (quinolin-7-yl-[6-(1,2,3,6-tetrahydro-pyridin-4-yl)-pyrimidin-4-yl]-amine), C=O (formaldehyde), C(C)(=O)O[BH-](OC(C)=O)OC(C)=O.[Na+] (sodium triacetoxyborohydride). The solvent is CC#N (MeCN). Yields the product CN1CCC(=CC1)C1=CC(=NC=N1)NC1=CC=C2C=CC=NC2=C1 ([6-(1-Methyl-1,2,3,6-tetrahydro-pyridin-4-yl)-pyrimidin-4-yl]-quinolin-7-yl-amine). As a reaction SMILES: [N:1]1[C:10]2[C:5](=[CH:6][CH:7]=[C:8]([NH:11][C:12]3[CH:17]=[C:16]([C:18]4[CH2:19][CH2:20][NH:21][CH2:22][CH:23]=4)[N:15]=[CH:14][N:13]=3)[CH:9]=2)[CH:4]=[CH:3][CH:2]=1.C=O.[C:26](O[BH-](OC(=O)C)OC(=O)C)(=O)C.[Na+]>CC#N>[CH3:26][N:21]1[CH2:20][CH:19]=[C:18]([C:16]2[N:15]=[CH:14][N:13]=[C:12]([NH:11][C:8]3[CH:9]=[C:10]4[C:5]([CH:4]=[CH:3][CH:2]=[N:1]4)=[CH:6][CH:7]=3)[CH:17]=2)[CH2:23][CH2:22]1 |f:2.3|. Procedure: This compound could be prepared from quinolin-7-yl-[6-(1,2,3,6-tetrahydro-pyridin-4-yl)-pyrimidin-4-yl]-amine and formaldehyde in the presence of sodium triacetoxyborohydride and MeCN.